From a dataset of the Open Reaction Database (ORD), a public repository of structured organic reaction records. describe an organic reaction: reactants, conditions, products, and yield Reactants: OC1=CC=C(C(=O)O)C=C1 (4-Hydroxybenzoic acid), S(=O)(Cl)Cl (thionyl chloride). Solvent: CN(C=O)C (dimethylformamide). The product is OC1=CC=C(C(=O)Cl)C=C1 (4-hydroxybenzoyl chloride). RXN SMILES: [OH:1][C:2]1[CH:10]=[CH:9][C:5]([C:6](O)=[O:7])=[CH:4][CH:3]=1.S(Cl)([Cl:13])=O>CN(C)C=O>[OH:1][C:2]1[CH:10]=[CH:9][C:5]([C:6]([Cl:13])=[O:7])=[CH:4][CH:3]=1. Procedure details: 4-Hydroxybenzoic acid (11.04 g.) was heated under reflux with thionyl chloride (80 ml.) containing dimethylformamide (0.1 ml.) for 2 hours. The solution obtained was evaporated. The residue was dissolved in toluene and the subsequent solution was evaporated. The residue obtained (which contained 4-hydroxybenzoyl chloride) was dissolved in methylene chloride (80 ml.). The solution obtained was treated dropwise with 1,2,3,6-tetrahydropyridine to pH7 with stirring and ice-cooling. The mixture was f... Reactants: BrC1=C(C=CC(=C1)F)S(=O)(=O)NC1=CC=C(C(=C1C(=O)OC)OC)CC (methyl 6-{[(2-bromo-4-fluorophenyl)sulfonyl]amino}-3-ethyl-2-methoxybenzoate), bis(triphenylphosphine), C1(=CC=CC=C1)P(C1=CC=CC=C1)C1=CC=CC=C1 (triphenylphosphine), OCCC#C (4-hydroxy-1-butyne), CN(C)C (trimethylamine). Reagents/catalysts: [Pd](Cl)Cl (palladium dichloride), [Cu]I (Copper (I) iodide). Run in C1CCOC1 (THF). Conditions: temperature 75 celsius, time 8 hour. The product is C(C)C=1C(=C(C(=O)OC)C(=CC1)NS(=O)(=O)C1=C(C=C(C=C1)F)C#CCCO)OC (methyl 3-ethyl-6-({[4-fluoro-2-(4-hydroxy-1-butynyl)phenyl]sulfonyl}amino)-2-methoxybenzoate). As a reaction SMILES: Br[C:2]1[CH:7]=[C:6]([F:8])[CH:5]=[CH:4][C:3]=1[S:9]([NH:12][C:13]1[C:18]([C:19]([O:21][CH3:22])=[O:20])=[C:17]([O:23][CH3:24])[C:16]([CH2:25][CH3:26])=[CH:15][CH:14]=1)(=[O:11])=[O:10].C1(P(C2C=CC=CC=2)C2C=CC=CC=2)C=CC=CC=1.[OH:46][CH2:47][CH2:48][C:49]#[CH:50].CN(C)C>C1COCC1.[Pd](Cl)Cl.[Cu]I>[CH2:25]([C:16]1[C:17]([O:23][CH3:24])=[C:18]([C:13]([NH:12][S:9]([C:3]2[CH:4]=[CH:5][C:6]([F:8])=[CH:7][C:2]=2[C:50]#[C:49][CH2:48][CH2:47][OH:46])(=[O:11])=[O:10])=[CH:14][CH:15]=1)[C:19]([O:21][CH3:22])=[O:20])[CH3:26]. Procedure: A solution of Example 615A (0.446 g, 1.0 mmol), bis(triphenylphosphine))palladium dichloride (35 mg, 0.05 mmol), triphenylphosphine (6.5 mg, 0.025 mmol), 4-hydroxy-1-butyne (0.14 g, 2.0 mmol) and trimethylamine (0.2 mL, 1.5 mmol) in anhydrous THF (6 mL) in a scintillation vial was shaken at ambient temperature for 20 minutes. Copper (I) iodide (5 mg, 0.025 mmol) was added. The mixture was purged with argon, sealed and shaken at 75° C. for 8 hours, treated with ethyl acetate (30 mL), washed with ... Starting materials: [H-].[Na+] (NaH), C(C)(C)(C)OC(=O)N1CC=2NC3=CC=CC=C3C2C[C@H]1C(=O)O ((S)-2-(tert-butoxycarbonyl)-2,3,4,9-tetrahydro-1H-pyrido[3,4-b]indole-3-carboxylic acid), FC1=CC=C(CBr)C=C1 (4-fluorobenzyl bromide). The solvent is ice water, CN(C)C=O (DMF). Run at time 1 hour. The product is C(C)(C)(C)OC(=O)N1CC=2N(C3=CC=CC=C3C2C[C@H]1C(=O)O)CC1=CC=C(C=C1)F ((S)-2-(tert-butoxycarbonyl)-9-(4-fluorobenzyl)-2,3,4,9-tetrahydro-1H-pyrido[3,4-b]indole-3-carboxylic acid). Yield: 72.7%. Reaction SMILES: [C:1]([O:5][C:6]([N:8]1[C@H:20]([C:21]([OH:23])=[O:22])[CH2:19][C:18]2[C:17]3[C:12](=[CH:13][CH:14]=[CH:15][CH:16]=3)[NH:11][C:10]=2[CH2:9]1)=[O:7])([CH3:4])([CH3:3])[CH3:2].[H-].[Na+].[F:26][C:27]1[CH:34]=[CH:33][C:30]([CH2:31]Br)=[CH:29][CH:28]=1>CN(C=O)C>[C:1]([O:5][C:6]([N:8]1[C@H:20]([C:21]([OH:23])=[O:22])[CH2:19][C:18]2[C:17]3[C:12](=[CH:13][CH:14]=[CH:15][CH:16]=3)[N:11]([CH2:31][C:30]3[CH:33]=[CH:34][C:27]([F:26])=[CH:28][CH:29]=3)[C:10]=2[CH2:9]1)=[O:7])([CH3:4])([CH3:2])[CH3:3] |f:1.2|. Procedure details: The acid 2 (20.0 g, 63.2 mmol) in DMF (630 mL) was degassed and the flask was cooled in ice water bath. NaH (60% in mineral oil; 7.8 g, 196.0 mmol) was slowly added portionwise over 45 min at 0° C. and stirred for 1 hr. 4-fluorobenzyl bromide (8.7 mL, 69.5 mmol) was added dropwise over 45 min at 0° C. and stirred for 1.5 hr. The reaction quenched with water. The mixture diluted with water (1.8 L) and washed with EtOAc (1 L). The aqueous layer was acidified to pH 3-4 with solid citric acid. The m... The reactants are C(C)(C)(C)OC(=O)NC1=C(C=CC=C1)NC(C1=CC=C(C=C1)B1OC(C(O1)(C)C)(C)C)=O (N-(2-t-Butoxycarbonylaminophenyl)-4-(4,4,5,5-tetramethyl-1,3,2-dioxaborolan-2-yl)benzamide), BrC=1C=NC(=NC1)Cl (5-bromo-2-chloropyrimidine), C(O)([O-])=O.[Na+] (sodium hydrogen carbonate). The reagents and catalysts are [Pd].C1(=CC=CC=C1)P(C1=CC=CC=C1)C1=CC=CC=C1.C1(=CC=CC=C1)P(C1=CC=CC=C1)C1=CC=CC=C1.C1(=CC=CC=C1)P(C1=CC=CC=C1)C1=CC=CC=C1.C1(=CC=CC=C1)P(C1=CC=CC=C1)C1=CC=CC=C1 (tetrakis(triphenylphosphine) palladium). Run in COCCOC (1,2-dimethoxyethane). Reaction conditions: time 1 hour. Product: C(C)(C)(C)OC(=O)NC1=C(C=CC=C1)NC(C1=CC=C(C=C1)C=1C=NC(=NC1)Cl)=O (N-(2-t-butoxycarbonylaminophenyl)-4-(2-chloropyrimidin-5-yl)benzamide). Isolated yield 61.4%. As a reaction SMILES: [C:1]([O:5][C:6]([NH:8][C:9]1[CH:14]=[CH:13][CH:12]=[CH:11][C:10]=1[NH:15][C:16](=[O:32])[C:17]1[CH:22]=[CH:21][C:20](B2OC(C)(C)C(C)(C)O2)=[CH:19][CH:18]=1)=[O:7])([CH3:4])([CH3:3])[CH3:2].Br[C:34]1[CH:35]=[N:36][C:37]([Cl:40])=[N:38][CH:39]=1.C(=O)([O-])O.[Na+]>[Pd].C1(P(C2C=CC=CC=2)C2C=CC=CC=2)C=CC=CC=1.C1(P(C2C=CC=CC=2)C2C=CC=CC=2)C=CC=CC=1.C1(P(C2C=CC=CC=2)C2C=CC=CC=2)C=CC=CC=1.C1(P(C2C=CC=CC=2)C2C=CC=CC=2)C=CC=CC=1.COCCOC>[C:1]([O:5][C:6]([NH:8][C:9]1[CH:14]=[CH:13][CH:12]=[CH:11][C:10]=1[NH:15][C:16](=[O:32])[C:17]1[CH:18]=[CH:19][C:20]([C:34]2[CH:35]=[N:36][C:37]([Cl:40])=[N:38][CH:39]=2)=[CH:21][CH:22]=1)=[O:7])([CH3:4])([CH3:2])[CH3:3] |f:2.3,4.5.6.7.8|. Procedure details: N-(2-t-butoxycarbonylaminophenyl)-4-(4,4,5,5-tetramethyl-1,3,2-dioxaborolan-2-yl)benzamide (Method 13, 4.0 g, 9.12 mmol), 5-bromo-2-chloropyrimidine (1.76 g, 9.12 mmol), tetrakis(triphenylphosphine) palladium (527 mg, 0.46 mmol), 1,2-dimethoxyethane (40 ml) and a saturated aqueous solution of sodium hydrogen carbonate (40 ml) were stirred at 80° C. under an atmosphere of argon for 18 hours. The cooled mixture was concentrated under reduced pressure. The residue was then stirred with ethyl acetat...